From a dataset of the Open Reaction Database (ORD), a public repository of structured organic reaction records. describe an organic reaction: reactants, conditions, products, and yield Starting materials: [H-].[Na+] (sodium hydride), [Cl-].[NH4+] (ammonium chloride), BrC1=CC=C(CO)C=C1 (4-bromobenzyl alcohol), [N+](=O)([O-])C1=CC=C(CBr)C=C1 (4-nitrobenzyl bromide). The solvent is CN(C=O)C (dimethylformamide). The product is [N+](=O)([O-])C1=CC=C(COCC2=CC=C(C=C2)Br)C=C1 (4-bromobenzyl 4-nitrobenzyl ether). Yield: 64.9%. Reaction SMILES: [H-].[Na+].[Br:3][C:4]1[CH:11]=[CH:10][C:7]([CH2:8][OH:9])=[CH:6][CH:5]=1.[N+:12]([C:15]1[CH:22]=[CH:21][C:18]([CH2:19]Br)=[CH:17][CH:16]=1)([O-:14])=[O:13].[Cl-].[NH4+]>CN(C)C=O>[N+:12]([C:15]1[CH:22]=[CH:21][C:18]([CH2:19][O:9][CH2:8][C:7]2[CH:10]=[CH:11][C:4]([Br:3])=[CH:5][CH:6]=2)=[CH:17][CH:16]=1)([O-:14])=[O:13] |f:0.1,4.5|. Procedure details: To a solution of 812 mg (20.3 mmol) of sodium hydride contained at 60% in mineral oil in dry dimethylformamide (100 ml) was added 3.01 g (16.1 mmol) of 4-bromobenzyl alcohol in the atmosphere of argon, and the mixture was allowed to react at 40°-50° C. for 30 min. followed by addition of 2.85 g (13.2 mmol) of 4-nitrobenzyl bromide. The mixture was reacted at room temperature for 17 hours. To the reaction mixture at 0° C. was added saturated aqueous solution of ammonium chloride followed by extra... Starting materials: CCOC(=O)N(Cc1ccc(OC)cc1OC)c1c([N+](=O)[O-])cc(Br)cc1C(F)(F)F, O=C([O-])O, CO, [Cl-], [Cl-], [Cl-], [Na+], O, [Ti+3]. Product: CCOC(=O)N(Cc1ccc(OC)cc1OC)c1c(N)cc(Br)cc1C(F)(F)F. RXN SMILES: [Br:1][c:2]1[cH:3][c:4]([N+:29]([O-:30])=[O:31])[c:5]([N:12]([C:13]([O:14][CH2:15][CH3:16])=[O:17])[CH2:18][c:19]2[c:20]([O:27][CH3:28])[cH:21][c:22]([O:25][CH3:26])[cH:23][cH:24]2)[c:6]([C:8]([F:9])([F:10])[F:11])[cH:7]1.[C:32](=[O:33])([OH:34])[O-:35].[CH3:38][OH:39].[Cl-:40].[Cl-:42].[Cl-:43].[Na+:36].[OH2:37].[Ti+3:41]>>[Br:1][c:2]1[cH:3][c:4]([NH2:29])[c:5]([N:12]([C:13]([O:14][CH2:15][CH3:16])=[O:17])[CH2:18][c:19]2[c:20]([O:27][CH3:28])[cH:21][c:22]([O:25][CH3:26])[cH:23][cH:24]2)[c:6]([C:8]([F:9])([F:10])[F:11])[cH:7]1. Solvent: C(C)O (ethanol). RXN SMILES: CS(O[CH2:6][CH2:7][C:8]1[CH:13]=[CH:12][C:11]([NH:14][S:15]([CH3:18])(=[O:17])=[O:16])=[CH:10][CH:9]=1)(=O)=O.[CH3:19][S:20]([NH:23][C:24]1[CH:29]=[CH:28][C:27]([N:30]2[CH2:35][CH2:34][NH:33][CH2:32][CH2:31]2)=[CH:26][C:25]=1[CH3:36])(=[O:22])=[O:21]>C(O)C>[CH3:19][S:20]([NH:23][C:24]1[CH:29]=[CH:28][C:27]([N:30]2[CH2:35][CH2:34][N:33]([CH2:6][CH2:7][C:8]3[CH:9]=[CH:10][C:11]([NH:14][S:15]([CH3:18])(=[O:16])=[O:17])=[CH:12][CH:13]=3)[CH2:32][CH2:31]2)=[CH:26][C:25]=1[CH3:36])(=[O:21])=[O:22]. Procedure: 4-Methanesulphonamidophenethyl methanesulphonate (1.47 g) and 1-(4-methanesulphonamido-3-methylphenyl)piperazine 1/4 hydrate (1.37 g) in ethanol (15 ml) were refluxed overnight, evaporated to dryness, and partitioned between ethyl acetate and water. The title compound (0.2 g) was filtered from the 2-phase mixture and recrystallised from methanol/acetone, yield 0.128 g, m.p. 235°-7°. Reactants: CS(=O)(=O)OCCC1=CC=C(C=C1)NS(=O)(=O)C (4-Methanesulphonamidophenethyl methanesulphonate), CS(=O)(=O)NC1=C(C=C(C=C1)N1CCNCC1)C (1-(4-methanesulphonamido-3-methylphenyl)piperazine). The product is CS(=O)(=O)NC1=C(C=C(C=C1)N1CCN(CC1)CCC1=CC=C(C=C1)NS(=O)(=O)C)C (1-(4-Methanesulphonamido-3-methylphenyl)-4-(4-methanesulphonamidophenethyl)piperazine). The reactants are FC=1C(=CNC1C=1C(=NC=CC1)F)CN(C(OC(C)(C)C)=O)C (tert-butyl {[4-fluoro-5-(2-fluoropyridin-3-yl)-1H-pyrrol-3-yl]methyl}methylcarbamate), [H-].[Na+] (sodium hydride), C1COCCOCCOCCOCCO1 (15-crown-5), COC=1C=C(C=CC1)S(=O)(=O)Cl (3-methoxybenzenesulfonyl chloride). The solvent is O1CCCC1 (tetrahydrofuran), O (water), O1CCCC1 (tetrahydrofuran). Conditions: time 30 minute. Yields the product FC=1C(=CN(C1C=1C(=NC=CC1)F)S(=O)(=O)C1=CC(=CC=C1)OC)CN(C(OC(C)(C)C)=O)C (tert-butyl ({4-fluoro-5-(2-fluoropyridin-3-yl)-1-[(3-methoxyphenyl)sulfonyl]-1H-pyrrol-3-yl}methyl)methylcarbamate). The yield is 111.8%. As a reaction SMILES: [H-].[Na+].[F:3][C:4]1[C:5]([CH2:16][N:17]([CH3:25])[C:18](=[O:24])[O:19][C:20]([CH3:23])([CH3:22])[CH3:21])=[CH:6][NH:7][C:8]=1[C:9]1[C:10]([F:15])=[N:11][CH:12]=[CH:13][CH:14]=1.C1OCCOCCOCCOCCOC1.[CH3:41][O:42][C:43]1[CH:44]=[C:45]([S:49](Cl)(=[O:51])=[O:50])[CH:46]=[CH:47][CH:48]=1>O1CCCC1.O>[F:3][C:4]1[C:5]([CH2:16][N:17]([CH3:25])[C:18](=[O:24])[O:19][C:20]([CH3:21])([CH3:22])[CH3:23])=[CH:6][N:7]([S:49]([C:45]2[CH:46]=[CH:47][CH:48]=[C:43]([O:42][CH3:41])[CH:44]=2)(=[O:51])=[O:50])[C:8]=1[C:9]1[C:10]([F:15])=[N:11][CH:12]=[CH:13][CH:14]=1 |f:0.1|. Reported procedure: To a suspension of sodium hydride (60% in oil, 60 mg) in tetrahydrofuran (5 mL) was added a solution of tert-butyl {[4-fluoro-5-(2-fluoropyridin-3-yl)-1H-pyrrol-3-yl]methyl}methylcarbamate (323 mg) in tetrahydrofuran (5 mL) at 0° C., and 15-crown-5 (330 mg) and 3-methoxybenzenesulfonyl chloride (310 mg) were added at the same temperature. The mixture was stirred at room temperature for 30 min, water was added and the mixture was extracted with ethyl acetate. The extract was washed with saturated... The reactants are C(C1=CC=CC=C1)OC=1C=C(CC2C(CCC3=CC=CC=C23)=O)C=CC1[N+](=O)[O-] (1-(3-benzyloxy-4-nitrobenzyl)-3,4-dihydro-1H-naphthalen-2-one), Cl.NO (hydroxylamine hydrochloride), C(C)(=O)[O-].[Na+] (sodium acetate). The product is C(C1=CC=CC=C1)OC=1C=C(CC2C(CCC3=CC=CC=C23)=NO)C=CC1[N+](=O)[O-] (1-(3-Benzyloxy-4-nitrobenzyl)-3,4-dihydro-1H-naphthalen-2-one Oxime). Run in CCO.O (EtOH H2O). Procedure details: A solution of 1-(3-benzyloxy-4-nitrobenzyl)-3,4-dihydro-1H-naphthalen-2-one (600 mg, 1.55 mmol), hydroxylamine hydrochloride (160 mg, 2.32 mmol) and sodium acetate (254 mg, 3.10 mmol) in 6 mL EtOH/H2O (2:1) is refluxed for 2 h. The solution is cooled to RT and extracted with CH2Cl2. The organic layer is washed with water, brined and dried over MgSO4. The solvent is removed under reduced pressure and the residue is purified by flash chromatography with CH2Cl2 to give the title compound as a yello... As a reaction SMILES: [CH2:1]([O:8][C:9]1[CH:10]=[C:11]([CH:24]=[CH:25][C:26]=1[N+:27]([O-:29])=[O:28])[CH2:12][CH:13]1[C:22]2[C:17](=[CH:18][CH:19]=[CH:20][CH:21]=2)[CH2:16][CH2:15][C:14]1=O)[C:2]1[CH:7]=[CH:6][CH:5]=[CH:4][CH:3]=1.Cl.[NH2:31][OH:32].C([O-])(=O)C.[Na+]>CCO.O>[CH2:1]([O:8][C:9]1[CH:10]=[C:11]([CH:24]=[CH:25][C:26]=1[N+:27]([O-:29])=[O:28])[CH2:12][CH:13]1[C:22]2[C:17](=[CH:18][CH:19]=[CH:20][CH:21]=2)[CH2:16][CH2:15][C:14]1=[N:31][OH:32])[C:2]1[CH:7]=[CH:6][CH:5]=[CH:4][CH:3]=1 |f:1.2,3.4,5.6|.